The task is: describe an organic reaction: reactants, conditions, products, and yield. This data is from the Open Reaction Database (ORD), a public repository of structured organic reaction records. Reactants: O=C(N=C=S)c1ccccc1, CC(C)=O, Nc1cc(Br)cnc1F. Yields the product O=C(NC(=S)Nc1cc(Br)cnc1F)c1ccccc1. Reaction SMILES: [C:10]([c:11]1[cH:12][cH:13][cH:14][cH:15][cH:16]1)(=[O:17])[N:18]=[C:19]=[S:20].[CH3:21][C:22](=[O:23])[CH3:24].[NH2:1][c:2]1[c:3]([F:9])[n:4][cH:5][c:6]([Br:8])[cH:7]1>>[NH:1]([c:2]1[c:3]([F:9])[n:4][cH:5][c:6]([Br:8])[cH:7]1)[C:19]([NH:18][C:10]([c:11]1[cH:12][cH:13][cH:14][cH:15][cH:16]1)=[O:17])=[S:20]. Starting materials: [N].N (Ammonia nitrogen), [N+3].N(=O)[O-].N(=O)[O-].N(=O)[O-] (nitrite nitrogen). Yields the product [N+3].[N+](=O)([O-])[O-].[N+](=O)([O-])[O-].[N+](=O)([O-])[O-] (nitrate nitrogen). As a reaction SMILES: [N].N.[N+3].[N:4]([O-:6])=[O:5].[N:7]([O-:9])=[O:8].[N:10]([O-:12])=[O:11]>>[N+3:4].[N+:7]([O-:5])([O-:9])=[O:8].[N+:10]([O-:5])([O-:12])=[O:11].[N+:4]([O-:8])([O-:6])=[O:5] |f:0.1,2.3.4.5,6.7.8.9|. Procedure: Ammonia nitrogen and nitrite nitrogen are oxidized by air and microorganisms to form nitrate nitrogen; and Starting materials: CC#N, O=C1CCC(=O)N1Cl, Nc1ccc(Br)c2cccnc12. Product: Nc1c(Cl)cc(Br)c2cccnc12. As a reaction SMILES: [CH3:21][C:22]#[N:23].[Cl:13][N:14]1[C:15](=[O:16])[CH2:17][CH2:18][C:19]1=[O:20].[NH2:1][c:2]1[cH:3][cH:4][c:5]([Br:12])[c:6]2[cH:7][cH:8][cH:9][n:10][c:11]12>>[NH2:1][c:2]1[c:3]([Cl:13])[cH:4][c:5]([Br:12])[c:6]2[cH:7][cH:8][cH:9][n:10][c:11]12. Starting materials: FC(C(NC1=NC(=CN=C1C)C)=NO)F (2,2-Difluoro-N′-hydroxy-N-(3,6-dimethylpyrazin-2-yl)ethanimidamide), [OH-].[NH4+] (ammonium hydroxide). The solvent is OP(=O)(O)O (superphosphoric acid). Conditions: temperature 130 celsius, time 18 hour. Yields the product FC(C1=NN2C(C(=NC=C2C)C)=N1)F (2-(Difluoromethyl)-5,8-dimethyl[1,2,4]triazolo[1,5-α]pyrazine). Reaction SMILES: [F:1][CH:2]([F:15])[C:3](=[N:13]O)[NH:4][C:5]1[C:10]([CH3:11])=[N:9][CH:8]=[C:7]([CH3:12])[N:6]=1.[OH-].[NH4+]>OP(O)(O)=O>[F:1][CH:2]([F:15])[C:3]1[N:4]=[C:5]2[C:10]([CH3:11])=[N:9][CH:8]=[C:7]([CH3:12])[N:6]2[N:13]=1 |f:1.2|. Procedure details: A mixture of 2,2-difluoro-N′-hydroxy-N-(3,6-dimethylpyrazin-2-yl)ethanimidamide (3.05 g, 14.1 mmol, from Step D) and superphosphoric acid (100 mL) was heated to 130° C. with stirring for 18 h. The solution was added to ice and neutralized by addition of ammonium hydroxide. The dark aqueous solution was extracted three times with ethyl acetate, washed with brine, and dried over anhydrous magnesium sulfate. Concentration followed by flash chromatography (35% ethyl acetate/hexane) afforded the titl... Reactants: [OH-].[Na+] (sodium hydroxide), C(C)O (ethanol), NC1=C(C=NN1C1=CC2=C(NC(=N2)C)C=C1)C(=O)C=1N(C2=CC=CC=C2C1)S(=O)(=O)C1=CC=CC=C1 ([5-amino-1-(2-methyl-1H-benzimidazol-5-yl)-1H-pyrazol-4-yl]-(1-benzenesulfonyl-1H-indol-2-yl) methanone). Solvent: O (water). Run at time 2 hour. The product is NC1=C(C=NN1C1=CC2=C(NC(=N2)C)C=C1)C(=O)C=1NC2=CC=CC=C2C1 ([5-amino-1-(2-methyl-1H-benzimidazol-5-yl)-1H-pyrazol-4-yl]-(1H-indol-2-yl) methanone). Yield: 64.1%. Reaction SMILES: [OH-].[Na+].C(O)C.[NH2:6][C:7]1[N:11]([C:12]2[CH:21]=[CH:20][C:15]3[NH:16][C:17]([CH3:19])=[N:18][C:14]=3[CH:13]=2)[N:10]=[CH:9][C:8]=1[C:22]([C:24]1[N:25](S(C2C=CC=CC=2)(=O)=O)[C:26]2[C:31]([CH:32]=1)=[CH:30][CH:29]=[CH:28][CH:27]=2)=[O:23]>O>[NH2:6][C:7]1[N:11]([C:12]2[CH:21]=[CH:20][C:15]3[NH:16][C:17]([CH3:19])=[N:18][C:14]=3[CH:13]=2)[N:10]=[CH:9][C:8]=1[C:22]([C:24]1[NH:25][C:26]2[C:31]([CH:32]=1)=[CH:30][CH:29]=[CH:28][CH:27]=2)=[O:23] |f:0.1|. Reported procedure: An aqueous solution (1.67 ml) of 4 M sodium hydroxide was added to an ethanol solution (17 ml) of [5-amino-1-(2-methyl-1H-benzimidazol-5-yl)-1H-pyrazol-4-yl]-(1-benzenesulfonyl-1H-indol-2-yl) methanone (87 mg). The resulting mixture was stirred at room temperature for 2 hours. The reaction mixture was poured into water. The resulting solid was collected by filtration, washed with water, and dried to give [5-amino-1-(2-methyl-1H-benzimidazol-5-yl)-1H-pyrazol-4-yl]-(1H-indol-2-yl) methanone (40 mg... Reactants: C(C=C)OC(=O)C1=CC2=C(N(C(N2)=O)C2CCN(CC2)C(=O)OC(C)(C)C)C=C1 (1-(1-tert-butoxycarbonyl-piperidin-4-yl)-2-oxo-2,3-dihydro-1H-benzoimidazole-5-carboxylic acid allyl ester), Cl (HCl). Run in O1CCOCC1 (dioxane), O1CCOCC1 (dioxane). The product is Cl.Cl.C(C=C)OC(=O)C1=CC2=C(N(C(N2)=O)C2CCNCC2)C=C1 (2-Oxo-1-piperidin-4-yl-2,3-dihydro-1H-benzoimidazole-5-carboxylic acid allyl ester dihydrochloride). Reaction SMILES: [CH2:1]([O:4][C:5]([C:7]1[CH:29]=[CH:28][C:10]2[N:11]([CH:15]3[CH2:20][CH2:19][N:18](C(OC(C)(C)C)=O)[CH2:17][CH2:16]3)[C:12](=[O:14])[NH:13][C:9]=2[CH:8]=1)=[O:6])[CH:2]=[CH2:3].[ClH:30]>O1CCOCC1>[ClH:30].[ClH:30].[CH2:1]([O:4][C:5]([C:7]1[CH:29]=[CH:28][C:10]2[N:11]([CH:15]3[CH2:16][CH2:17][NH:18][CH2:19][CH2:20]3)[C:12](=[O:14])[NH:13][C:9]=2[CH:8]=1)=[O:6])[CH:2]=[CH2:3] |f:3.4.5|. Procedure: A solution of 1-(1-tert-butoxycarbonyl-piperidin-4-yl)-2-oxo-2,3-dihydro-1H-benzoimidazole-5-carboxylic acid allyl ester (1.40 g, 3.49 mmol) in dioxane (20 mL) and 4 M HCl in dioxane (20 mL) was stirred at rt for 2 h. The solvent was removed under reduced pressure and the crude product used in the consecutive step without further purification assuming quantitative deprotection and formation of the dihydrochloride salt. MS (ISP): 302.1 [M+H]+.